This data is from the Open Reaction Database (ORD), a public repository of structured organic reaction records. The task is: describe an organic reaction: reactants, conditions, products, and yield Reactants: ClC1=C(C(O)C=2OC3=C(N2)C=CC=C3)C=CC=C1 (2-(o-chloro-α-hydroxybenzyl)benzoxazole), CN=C=O (methyl isocyanate), C(C)(=O)[O-].C(C)(=O)[O-].C(CCC)[Sn+2]CCCC (dibutyltin diacetate). Run in C(Cl)Cl (methylene chloride). Product: CNC(=O)ON1C(OC2=C1C=CC=C2)C(C2=C(C=CC=C2)Cl)O (N-methylcarbamoyloxy-2-(o-chloro-α-hydroxybenzyl)benzoxazole). Reaction SMILES: [Cl:1][C:2]1[CH:18]=[CH:17][CH:16]=[CH:15][C:3]=1[CH:4]([C:6]1[O:7][C:8]2[CH:14]=[CH:13][CH:12]=[CH:11][C:9]=2[N:10]=1)[OH:5].[CH3:19][N:20]=[C:21]=[O:22].C([O-])(=[O:25])C.C([O-])(=O)C.C([Sn+2]CCCC)CCC>C(Cl)Cl>[CH3:19][NH:20][C:21]([O:25][N:10]1[C:9]2[CH:11]=[CH:12][CH:13]=[CH:14][C:8]=2[O:7][CH:6]1[CH:4]([OH:5])[C:3]1[CH:15]=[CH:16][CH:17]=[CH:18][C:2]=1[Cl:1])=[O:22] |f:2.3.4|. Procedure: A mixture of 2-(o-chloro-α-hydroxybenzyl)benzoxazole (3 g), methyl isocyanate (1.06 mL), a catalytic amount of dibutyltin diacetate and methylene chloride (50 mL) was stirred at room temperature in a pressure bottle overnight, after which the mixture was concentrated in vacuo. The solid residue was partititioned between ethyl acetate-diethyl ether and water. The organic extract was dried over Na2SO4, filtered and concentrated in vacuo to yield the corresponding carbamate. Recrystallization from ...